From a dataset of the Open Reaction Database (ORD), a public repository of structured organic reaction records. describe an organic reaction: reactants, conditions, products, and yield Reaction SMILES: [Br:1][CH2:2][C:3](=[O:4])[O:5][CH2:6][CH3:7].[CH3:27][N:28]([CH3:29])[CH:30]=[O:31].[NH2:8][CH2:9][CH:10]1[CH2:11][N:12]([CH3:26])[CH:13]2[CH2:14][c:15]3[cH:16][nH:17][c:18]4[cH:19][cH:20][cH:21][c:22]([c:25]34)[CH:23]2[CH2:24]1>>[CH2:2]([C:3](=[O:4])[O:5][CH2:6][CH3:7])[NH:8][CH2:9][CH:10]1[CH2:11][N:12]([CH3:26])[CH:13]2[CH2:14][c:15]3[cH:16][nH:17][c:18]4[cH:19][cH:20][cH:21][c:22]([c:25]34)[CH:23]2[CH2:24]1. Reactants: CCOC(=O)CBr, CN(C)C=O, CN1CC(CN)CC2c3cccc4[nH]cc(c34)CC21. Yields the product CCOC(=O)CNCC1CC2c3cccc4[nH]cc(c34)CC2N(C)C1. The reactants are C(C)(=O)SCC(C(=O)Cl)CC(C)C (2-Acetylthiomethyl-4-methylpentanoyl chloride), N[C@@H](CC1=CC=CC=C1)C(=O)OCC ((L)-phenylalanine, ethyl ester), C(C)(C)N(CC)C(C)C (diisopropylethylamine). Run in C(Cl)Cl (methylene chloride). The product is C(C)(=O)SCC(C(=O)N[C@@H](CC1=CC=CC=C1)C(=O)OCC)CC(C)C ((±)-N-[2-(acetylthiomethyl)-4-methyl-1-oxopentyl]-L-phenylalanine, ethyl ester). As a reaction SMILES: [C:1]([S:4][CH2:5][CH:6]([CH2:10][CH:11]([CH3:13])[CH3:12])[C:7](Cl)=[O:8])(=[O:3])[CH3:2].[NH2:14][C@H:15]([C:23]([O:25][CH2:26][CH3:27])=[O:24])[CH2:16][C:17]1[CH:22]=[CH:21][CH:20]=[CH:19][CH:18]=1.C(N(C(C)C)CC)(C)C>C(Cl)Cl>[C:1]([S:4][CH2:5][CH:6]([CH2:10][CH:11]([CH3:13])[CH3:12])[C:7]([NH:14][C@H:15]([C:23]([O:25][CH2:26][CH3:27])=[O:24])[CH2:16][C:17]1[CH:22]=[CH:21][CH:20]=[CH:19][CH:18]=1)=[O:8])(=[O:3])[CH3:2]. Procedure details: 2-Acetylthiomethyl-4-methylpentanoyl chloride and (L)-phenylalanine, ethyl ester are reacted in methylene chloride in the presence of diisopropylethylamine at a temperature below 0° according to the procedure of Example 26 to yield (±)-N-[2-(acetylthiomethyl)-4-methyl-1-oxopentyl]-L-phenylalanine, ethyl ester as an off-white foam.